This data is from the Open Reaction Database (ORD), a public repository of structured organic reaction records. The task is: describe an organic reaction: reactants, conditions, products, and yield Starting materials: [BH4-], Cc1cccc(OCc2ccc(C=C[N+](=O)[O-])cc2)n1, CC(=O)O, CS(C)=O, [Na+], O. The product is Cc1cccc(OCc2ccc(CC[N+](=O)[O-])cc2)n1. As a reaction SMILES: [BH4-:25].[CH3:1][c:2]1[n:3][c:4]([O:8][CH2:9][c:10]2[cH:11][cH:12][c:13]([CH:16]=[CH:17][N+:18](=[O:19])[O-:20])[cH:14][cH:15]2)[cH:5][cH:6][cH:7]1.[CH3:21][C:22](=[O:23])[OH:24].[CH3:28][S:29](=[O:30])[CH3:31].[Na+:26].[OH2:27]>>[CH3:1][c:2]1[n:3][c:4]([O:8][CH2:9][c:10]2[cH:11][cH:12][c:13]([CH2:16][CH2:17][N+:18](=[O:19])[O-:20])[cH:14][cH:15]2)[cH:5][cH:6][cH:7]1. Reactants: CCOC(=O)c1cnn(C2COCC2O)c1-c1ccc(Br)cc1F, COc1nc(C)cc(C)c1Br, CC(=O)[O-], [K+], CN(C)C=O, O. The product is CCOC(=O)c1cnn(C2COCC2O)c1-c1ccc(-c2c(C)cc(C)nc2OC)cc1F. Reaction SMILES: [Br:1][c:2]1[cH:3][c:4]([F:24])[c:5](-[c:8]2[c:9]([C:19](=[O:20])[O:21][CH2:22][CH3:23])[cH:10][n:11][n:12]2[CH:13]2[CH2:14][O:15][CH2:16][CH:17]2[OH:18])[cH:6][cH:7]1.[Br:30][c:31]1[c:32]([O:39][CH3:40])[n:33][c:34]([CH3:38])[cH:35][c:36]1[CH3:37].[CH3:26][C:27](=[O:28])[O-:29].[K+:25].[O:42]=[CH:43][N:44]([CH3:45])[CH3:46].[OH2:41]>>[c:2]1(-[c:31]2[c:32]([O:39][CH3:40])[n:33][c:34]([CH3:38])[cH:35][c:36]2[CH3:37])[cH:3][c:4]([F:24])[c:5](-[c:8]2[c:9]([C:19](=[O:20])[O:21][CH2:22][CH3:23])[cH:10][n:11][n:12]2[CH:13]2[CH2:14][O:15][CH2:16][CH:17]2[OH:18])[cH:6][cH:7]1.